From a dataset of the Open Reaction Database (ORD), a public repository of structured organic reaction records. describe an organic reaction: reactants, conditions, products, and yield Yield: 98.9%. Reaction SMILES: Br[CH2:2][CH2:3][CH2:4][CH2:5][CH2:6][C:7]([C:9]1[CH:14]=[C:13]([CH:15]([CH3:17])[CH3:16])[C:12]([O:18][CH3:19])=[C:11]([O:20][CH3:21])[CH:10]=1)=[O:8].[CH3:22][O:23][C:24](=[O:36])[C:25]1[CH:30]=[CH:29][C:28]([OH:31])=[C:27]([CH2:32][CH2:33][CH3:34])[C:26]=1[OH:35].C(=O)([O-])[O-].[K+].[K+]>CC(C)=O.CN(C=O)C>[CH3:22][O:23][C:24](=[O:36])[C:25]1[CH:30]=[CH:29][C:28]([O:31][CH2:2][CH2:3][CH2:4][CH2:5][CH2:6][C:7]([C:9]2[CH:14]=[C:13]([CH:15]([CH3:17])[CH3:16])[C:12]([O:18][CH3:19])=[C:11]([O:20][CH3:21])[CH:10]=2)=[O:8])=[C:27]([CH2:32][CH2:33][CH3:34])[C:26]=1[OH:35] |f:2.3.4|. Yields the product COC(C1=C(C(=C(C=C1)OCCCCCC(=O)C1=CC(=C(C(=C1)C(C)C)OC)OC)CCC)O)=O (4-[[6-[3,4-dimethoxy-5-(1-methylethyl)phenyl)-6-oxohexyl]oxy]-2-hydroxy-3-propylbenzoic acid methyl ester). The reactants are BrCCCCCC(=O)C1=CC(=C(C(=C1)C(C)C)OC)OC (6-bromo-1-[3,4-dimethoxy-5-(1-methylethyl)phenyl]-1-hexanone), COC(C1=C(C(=C(C=C1)O)CCC)O)=O (2,4-dihydroxy-3-propylbenzoic acid methyl ester), C([O-])([O-])=O.[K+].[K+] (potassium carbonate). Procedure: A mixture of 6.0 g (0.017 mol) of 6-bromo-1-[3,4-dimethoxy-5-(1-methylethyl)phenyl]-1-hexanone, 3.39 g (0.016 mol) of 2,4-dihydroxy-3-propylbenzoic acid methyl ester and 7.0 g (0.051 mol) of potassium carbonate in 120 mL of acetone and 12 mL of DMF was stirred at reflux for 19 hours. After workup as in Example 16, the crude product was purified by HPLC using 16% ethyl acetate-hexane to give 7.7 g (98% yield) of 4-[[6-[3,4-dimethoxy-5-(1-methylethyl)phenyl)-6-oxohexyl]oxy]-2-hydroxy-3-propylbenzo... Solvent: CC(=O)C (acetone), CN(C)C=O (DMF). Conditions: time 1.5 hour. Procedure details: 3.5 g (12.7 mmol) of 2-[(6-oxo-1,6-dihydro-pyridin-3-ylmethyl)-amino]-benzoic acid-methyl ester is mixed in 15 ml of dimethylformamide with 30 ml of 6N sodium hydroxide solution and stirred for 1.5 hours at room temperature. While being cooled with ice, it is then mixed with about 50 ml of 4N hydrochloric acid, the precipitation is suctioned off, and it is washed with water. 3.1 g, which is taken up in 29.3 ml of 1N sodium hydroxide solution and 142 ml of ethanol, is obtained, and it is heated f... Run in CN(C=O)C (dimethylformamide). Product: O=C1C=CC(=CN1)CNC1=C(C(=O)O)C=CC=C1 (2-[(6-oxo-1,6-dihydro-pyridin-3-ylmethyl)-amino]-benzoic acid). RXN SMILES: C[O:2][C:3](=[O:19])[C:4]1[CH:9]=[CH:8][CH:7]=[CH:6][C:5]=1[NH:10][CH2:11][C:12]1[CH:17]=[CH:16][C:15](=[O:18])[NH:14][CH:13]=1.[OH-].[Na+].Cl.C(O)C>CN(C)C=O>[O:18]=[C:15]1[NH:14][CH:13]=[C:12]([CH2:11][NH:10][C:5]2[CH:6]=[CH:7][CH:8]=[CH:9][C:4]=2[C:3]([OH:19])=[O:2])[CH:17]=[CH:16]1 |f:1.2|. The reactants are C(C)O (ethanol), Cl (hydrochloric acid), COC(C1=C(C=CC=C1)NCC1=CNC(C=C1)=O)=O (2-[(6-oxo-1,6-dihydro-pyridin-3-ylmethyl)-amino]-benzoic acid-methyl ester), [OH-].[Na+] (sodium hydroxide), Cl (hydrochloric acid). The yield is 93.5%. The reactants are [Si](C)(C)(C(C)(C)C)O[C@@H]1CC2[C@H](C[C@H]3[C@@H]4CC[C@@H]([C@@]4(C)CC[C@@H]3[C@]2(CC1)C)O)O (3β-tert-butyldimethylsilyloxyandrostane-6α,17β-diol). The solvent is CS(=O)C (DMSO). Product: [Si](C)(C)(C(C)(C)C)O[C@@H]1CC2C(C[C@H]3[C@@H]4CCC([C@@]4(C)CC[C@@H]3[C@]2(CC1)C)=O)=O (3β-tert-butyldimethylsilyloxyandrostane-6,17-dione). The yield is 5.9%. RXN SMILES: [Si:1]([O:8][C@H:9]1[CH2:26][CH2:25][C@@:24]2([CH3:27])[CH:11]([C@@H:12]([OH:29])[CH2:13][C@@H:14]3[C@@H:23]2[CH2:22][CH2:21][C@@:19]2([CH3:20])[C@H:15]3[CH2:16][CH2:17][C@@H:18]2[OH:28])[CH2:10]1)([C:4]([CH3:7])([CH3:6])[CH3:5])([CH3:3])[CH3:2]>CS(C)=O>[Si:1]([O:8][C@H:9]1[CH2:26][CH2:25][C@@:24]2([CH3:27])[CH:11]([C:12](=[O:29])[CH2:13][C@@H:14]3[C@@H:23]2[CH2:22][CH2:21][C@@:19]2([CH3:20])[C@H:15]3[CH2:16][CH2:17][C:18]2=[O:28])[CH2:10]1)([C:4]([CH3:7])([CH3:5])[CH3:6])([CH3:3])[CH3:2]. Procedure: To a stirred suspension of 3β-tert-butyldimethylsilyloxyandrostane-6α,17β-diol (EP 0825197 A2, 6.21 g) in DMSO (160 mL), IBX (16.45 g) was added at room temperature. After 1.5 h the mixture was quenched at room temperature by addition of H2O (300 mL). After 15 min the mixture was filtered and the cake was washed with H2O. The cake was extracted with Et2O (4×). The combined organic extracts were dried over Na2SO4 and evaporated to dryness to give 3β-tert-butyldimethylsilyloxyandrostane-6,17-dione... Reaction conditions: time 16 hour. Yield: 99.8%. Yields the product C(#N)C=1C=C2C(=CNC2=CC1)C=1CCN(CC1)CC1=CC=CC=C1 (5-cyano-3-(1-benzyl-1,2,3,6-tetrahydropyridin-4-yl)-1H-indole). Reactants: [OH-].[K+] (potassium hydroxide), C(#N)C=1C=C2C=CNC2=CC1 (5-cyano-1H-indole), C(C1=CC=CC=C1)N1CCC(CC1)=O (1-benzyl-4-piperidone). RXN SMILES: [OH-].[K+].[C:3]([C:5]1[CH:6]=[C:7]2[C:11](=[CH:12][CH:13]=1)[NH:10][CH:9]=[CH:8]2)#[N:4].[CH2:14]([N:21]1[CH2:26][CH2:25][C:24](=O)[CH2:23][CH2:22]1)[C:15]1[CH:20]=[CH:19][CH:18]=[CH:17][CH:16]=1>CO>[C:3]([C:5]1[CH:6]=[C:7]2[C:11](=[CH:12][CH:13]=1)[NH:10][CH:9]=[C:8]2[C:24]1[CH2:25][CH2:26][N:21]([CH2:14][C:15]2[CH:20]=[CH:19][CH:18]=[CH:17][CH:16]=2)[CH2:22][CH:23]=1)#[N:4] |f:0.1|. Procedure details: To a solution of 5.02 gm (89.0 mMol) potassium hydroxide in 50 mL methanol were added 5.00 gm (35.17 mMol) 5-cyano-1H-indole and 7.8 mL (42.08 mMol) 1-benzyl-4-piperidone. The reaction mixture was stirred for 16 hours at reflux and then was allowed to cool. The reaction mixture was then concentrated under reduced pressure. The resultant residue was subjected to flash chromatography, eluting with dichloromethane containing 5% methanol. Fractions shown to contain product were combined and concentr... Run in CO (methanol).